This data is from the Open Reaction Database (ORD), a public repository of structured organic reaction records. The task is: describe an organic reaction: reactants, conditions, products, and yield Reactants: NC=1C=C(C=CC1)C1OCCO1 (2-(3-aminophenyl)-1,3-dioxolan), [OH-].[K+] (potassium hydroxide), C(C)(C)OC(CBr)=O (bromoacetic acid isopropyl ester). Reagents/catalysts: [Cl-].C(C1=CC=CC=C1)[N+](CC)(CC)CC (benzyltriethylammonium chloride). Conditions: temperature 80 celsius, time 8 hour. Yields the product CC(C)OC(=O)CN(C=1C=C(C=CC1)C1OCCO1)CC(=O)OC(C)C (2-{N,N-Bis-[(1-methylethyl)-oxycarbonylmethyl]-3-aminophenyl}-1,3-dioxolan). RXN SMILES: [NH2:1][C:2]1[CH:3]=[C:4]([CH:8]2[O:12][CH2:11][CH2:10][O:9]2)[CH:5]=[CH:6][CH:7]=1.[OH-:13].[K+].[CH:15]([O:18][C:19](=[O:22])[CH2:20]Br)([CH3:17])[CH3:16]>[Cl-].C([N+](CC)(CC)CC)C1C=CC=CC=1>[CH3:16][CH:15]([O:18][C:19]([CH2:20][N:1]([CH2:20][C:19]([O:18][CH:15]([CH3:17])[CH3:16])=[O:13])[C:2]1[CH:3]=[C:4]([CH:8]2[O:9][CH2:10][CH2:11][O:12]2)[CH:5]=[CH:6][CH:7]=1)=[O:22])[CH3:17] |f:1.2,4.5|. Procedure details: 165.19 g (1.00 mol) of 2-(3-aminophenyl)-1,3-dioxolan (CA 108 (15): 131815 r), 156.35 g (3.00 mol) of pulverized potassium hydroxide and 11.39 g (0.05 mol) of benzyltriethylammonium chloride are vigorously mechanically stirred under argon and heated to 80° C. 543.09 g (3.00 mol) of bromoacetic acid isopropyl ester is instilled in the suspension and the reaction mixture is stirred for about 8 hours at 80° C. Then, it is filtered, the filtrate is shaken out several times with concentrated aqueous ... Starting materials: CCCCc1nn(-c2cc(NC(=O)CC)ccc2C(F)(F)F)c(=O)n1Cc1ccc(-c2ccccc2S(=O)(=O)NC(=O)OC(C)(C)C)cc1F, O=C(Cl)c1ccccc1. Product: CCCCc1nn(-c2cc(NC(=O)c3ccccc3)ccc2C(F)(F)F)c(=O)n1Cc1ccc(-c2ccccc2S(=O)(=O)NC(=O)OC(C)(C)C)cc1F. As a reaction SMILES: [C:10]([CH3:11])([CH3:12])([CH3:13])[O:14][C:15](=[O:16])[NH:17][S:18](=[O:19])(=[O:20])[c:21]1[c:22](-[c:27]2[cH:28][c:29]([F:59])[c:30]([CH2:33][n:34]3[c:35](=[O:58])[n:36](-[c:43]4[c:44]([C:54]([F:55])([F:56])[F:57])[cH:45][cH:46][c:47]([NH:49][C:50](=[O:51])[CH2:52][CH3:53])[cH:48]4)[n:37][c:38]3[CH2:39][CH2:40][CH2:41][CH3:42])[cH:31][cH:32]2)[cH:23][cH:24][cH:25][cH:26]1.[C:1]([c:2]1[cH:3][cH:4][cH:5][cH:6][cH:7]1)(=[O:8])[Cl:9]>>[C:1]([c:2]1[cH:3][cH:4][cH:5][cH:6][cH:7]1)(=[O:8])[NH:49][c:47]1[cH:46][cH:45][c:44]([C:54]([F:55])([F:56])[F:57])[c:43](-[n:36]2[c:35](=[O:58])[n:34]([CH2:33][c:30]3[c:29]([F:59])[cH:28][c:27](-[c:22]4[c:21]([S:18]([NH:17][C:15]([O:14][C:10]([CH3:11])([CH3:12])[CH3:13])=[O:16])(=[O:19])=[O:20])[cH:26][cH:25][cH:24][cH:23]4)[cH:32][cH:31]3)[c:38]([CH2:39][CH2:40][CH2:41][CH3:42])[n:37]2)[cH:48]1. Reactants: Cl.Cl.NC1=CC(=C(C(=O)NCC2CCNCC2)C=C1Cl)OC (4-Amino-5-chloro-2-methoxy-N-(piperidin-4-ylmethyl)benzamide dihydrochloride), BrCCCCCC(=O)C1=CN(C2=CC=CC=C12)CC (6-bromo-1-(1-ethyl-1 H-indol-3-yl)-1-hexanone). Yields the product Cl.NC1=CC(=C(C(=O)NCC2CCN(CC2)CCCCCC(=O)C2=CN(C3=CC=CC=C23)CC)C=C1Cl)OC (4-amino-5-chloro-2-methoxy-N-((1-(6-(1-ethyl-1 H-indol-3-yl)-6-oxohexyl)piperidin-4-yl)methyl)-benzamide hydrochloride). Yield: 33.9%. RXN SMILES: Cl.Cl.[NH2:3][C:4]1[C:19]([Cl:20])=[CH:18][C:7]([C:8]([NH:10][CH2:11][CH:12]2[CH2:17][CH2:16][NH:15][CH2:14][CH2:13]2)=[O:9])=[C:6]([O:21][CH3:22])[CH:5]=1.Br[CH2:24][CH2:25][CH2:26][CH2:27][CH2:28][C:29]([C:31]1[C:39]2[C:34](=[CH:35][CH:36]=[CH:37][CH:38]=2)[N:33]([CH2:40][CH3:41])[CH:32]=1)=[O:30]>>[ClH:20].[NH2:3][C:4]1[C:19]([Cl:20])=[CH:18][C:7]([C:8]([NH:10][CH2:11][CH:12]2[CH2:13][CH2:14][N:15]([CH2:24][CH2:25][CH2:26][CH2:27][CH2:28][C:29]([C:31]3[C:39]4[C:34](=[CH:35][CH:36]=[CH:37][CH:38]=4)[N:33]([CH2:40][CH3:41])[CH:32]=3)=[O:30])[CH2:16][CH2:17]2)=[O:9])=[C:6]([O:21][CH3:22])[CH:5]=1 |f:0.1.2,4.5|. Reported procedure: 4-Amino-5-chloro-2-methoxy-N-(piperidin-4-ylmethyl)benzamide dihydrochloride (1.56 g) as starting compound and 6-bromo-1-(1-ethyl-1 H-indol-3-yl)-1-hexanone (1.50 g) were reacted and treated in the same manner as in Example 199 to give 0.41 g of 4-amino-5-chloro-2-methoxy-N-((1-(6-(1-ethyl-1 H-indol-3-yl)-6-oxohexyl)piperidin-4-yl)methyl)-benzamide hydrochloride. Reactants: OC1=CC=C(C=O)C=C1 (4-hydroxybenzaldehyde), [N+](=O)([O-])C=1C=C(C=CC1)S(=O)(=O)OC[C@H]1CO1 ((R)-(-)-glycidyl m-nitrobenzenesulfonate), C([O-])([O-])=O.[K+].[K+] (potassium carbonate). Solvent: C(C)C(=O)C (methyl ethyl ketone). Yields the product O1[C@H](C1)COC1=CC=C(C=O)C=C1 ((R)-(-)-4-(oxiranylmethoxy)-benzaldehyde). The yield is 89.1%. RXN SMILES: [OH:1][C:2]1[CH:9]=[CH:8][C:5]([CH:6]=[O:7])=[CH:4][CH:3]=1.[N+](C1C=C(S(O[CH2:23][C@@H:24]2[O:26][CH2:25]2)(=O)=O)C=CC=1)([O-])=O.C(=O)([O-])[O-].[K+].[K+]>C(C(C)=O)C>[O:26]1[CH2:25][C@@H:24]1[CH2:23][O:1][C:2]1[CH:9]=[CH:8][C:5]([CH:6]=[O:7])=[CH:4][CH:3]=1 |f:2.3.4|. Procedure: In 800 ml of anhydrous methyl ethyl ketone was dissolved 23.54 g of 4-hydroxybenzaldehyde and 50 g of (R)-(-)-glycidyl m-nitrobenzenesulfonate. To the solution was added 34.6 g of anhydrous potassium carbonate, and the mixture was refluxed with heating for 2.5 hours. The reaction mixture was filtered, and the filtrate was concentrated under reduced pressure. The obtained residue was extracted with ethyl acetate. The extract was washed with water, dried with magnesium sulfate and filtered, and th...